This data is from the Open Reaction Database (ORD), a public repository of structured organic reaction records. The task is: describe an organic reaction: reactants, conditions, products, and yield Starting materials: C(#N)C1=CC2=C(OC(C=C2N2C(C=C(C=C2)C=O)=O)(C)C)C=C1 (6-cyano-2,2-dimethyl-4-(1,2-dihydro-2-oxo-4-formyl-1-pyridinyl)-2H-benzo[b]pyran), solution, P(=O)([O-])([O-])[O-] (phosphate), C(CCC)[Li] (n-butyllithium), C(C)(=O)OCC (ethyl acetate). The solvent is O1CCCC1 (tetrahydrofuran), CCCCCC (n-hexane), O1CCCC1 (tetrahydrofuran), C(C)(C)NC(C)C (diisopropylamine). Run at temperature 0 celsius, time 10 minute. Product: C(#N)C1=CC2=C(OC(C=C2N2C(C=C(C=C2)C(CC(=O)OCC)O)=O)(C)C)C=C1 (6-cyano-2,2-dimethyl-4-{1,2-dihydro-2-oxo-4-(1-hydroxy-2- ethoxycarbonylethyl)- 1-pyridinyl}-2H-benzo[b]pyran). As a reaction SMILES: C([Li])CCC.[C:6]([O:9][CH2:10][CH3:11])(=[O:8])[CH3:7].[C:12]([C:14]1[CH:34]=[CH:33][C:17]2[O:18][C:19]([CH3:32])([CH3:31])[CH:20]=[C:21]([N:22]3[CH:27]=[CH:26][C:25]([CH:28]=[O:29])=[CH:24][C:23]3=[O:30])[C:16]=2[CH:15]=1)#[N:13].P([O-])([O-])([O-])=O>O1CCCC1.C(NC(C)C)(C)C.CCCCCC>[C:12]([C:14]1[CH:34]=[CH:33][C:17]2[O:18][C:19]([CH3:31])([CH3:32])[CH:20]=[C:21]([N:22]3[CH:27]=[CH:26][C:25]([CH:28]([OH:29])[CH2:7][C:6]([O:9][CH2:10][CH3:11])=[O:8])=[CH:24][C:23]3=[O:30])[C:16]=2[CH:15]=1)#[N:13]. Procedure: In 40 ml of anhydrous tetrahydrofuran, is dissolved 3.64 ml of diisopropylamine. The resulting solution is cooled to 0° C. After dropping 15.4 ml of 1.62M solution of n-butyllithium in n-hexane thereto and stirring the resulting mixture for 10 minutes at that temperature, it is cooled to -78° C. and stirred for 20 minutes. Then, 2.34 ml of ethyl acetate is dropped and stirred at that temperature for 30 minutes. Then, 160 ml of an anhydrous tetrahydrofuran solution containing 6.13 g of the 6-cyan... Starting materials: C(CCC)NC=1C=C(CNCC2=CC=CC=C2)C=C(C1OC1=CC=CC=C1)S(N)(=O)=O ((3-n-butylamino-4-phenoxy-5-sulfamylbenzyl)benzylamine), N1=CC=CC=C1 (pyridine), Cl (hydrochloric acid), O (Water). Solvent: C(C)(=O)OC(C)=O (acetic anhydride). Run at time 3 hour. The product is C(C1=CC=CC=C1)N(C(C)=O)CC1=CC(=C(C(=C1)S(N)(=O)=O)OC1=CC=CC=C1)NCCCC (N-benzyl-N-(3-n-butylamino-4-phenoxy-5-sulfamylbenzyl)acetamide). RXN SMILES: [CH2:1]([NH:5][C:6]1[CH:7]=[C:8]([CH:18]=[C:19]([S:28](=[O:31])(=[O:30])[NH2:29])[C:20]=1[O:21][C:22]1[CH:27]=[CH:26][CH:25]=[CH:24][CH:23]=1)[CH2:9][NH:10][CH2:11][C:12]1[CH:17]=[CH:16][CH:15]=[CH:14][CH:13]=1)[CH2:2][CH2:3][CH3:4].[OH2:32].Cl.N1[CH:39]=[CH:38]C=CC=1>C(OC(=O)C)(=O)C>[CH2:11]([N:10]([CH2:9][C:8]1[CH:18]=[C:19]([S:28](=[O:31])(=[O:30])[NH2:29])[C:20]([O:21][C:22]2[CH:27]=[CH:26][CH:25]=[CH:24][CH:23]=2)=[C:6]([NH:5][CH2:1][CH2:2][CH2:3][CH3:4])[CH:7]=1)[C:38](=[O:32])[CH3:39])[C:12]1[CH:13]=[CH:14][CH:15]=[CH:16][CH:17]=1. Procedure: To a solution of (3-n-butylamino-4-phenoxy-5-sulfamylbenzyl)benzylamine (1.1 g; prepared as described in Example 136) in pyridine (6 ml), acetic anhydride (0.26 ml) is added and the mixture is left for 3 hours. Water (25 ml) is then added followed by concentrated hydrochloric acid (3 ml) to precipitate a semi-solid material. After recrystallization twice from aqueous ethanol, N-benzyl-N-(3-n-butylamino-4-phenoxy-5-sulfamylbenzyl)acetamide is obtained with a melting point of 75°-77° C. Yields the product CCOC(=O)c1cc(C)ccc1Oc1ccnc2cc(OC)c(OC)cc12. As a reaction SMILES: [CH3:16][c:17]1[cH:18][cH:19][c:20]([OH:28])[c:21]([C:22](=[O:23])[O:24][CH2:25][CH3:26])[cH:27]1.[CH3:29][N:30]([CH3:31])[c:32]1[cH:33][cH:34][n:35][cH:36][cH:37]1.[Cl:1][c:2]1[cH:3][cH:4][n:5][c:6]2[cH:7][c:8]([O:14][CH3:15])[c:9]([O:12][CH3:13])[cH:10][c:11]12.[Cl:38][c:39]1[cH:40][cH:41][cH:42][cH:43][c:44]1[Cl:45]>>[c:2]1([O:28][c:20]2[cH:19][cH:18][c:17]([CH3:16])[cH:27][c:21]2[C:22](=[O:23])[O:24][CH2:25][CH3:26])[cH:3][cH:4][n:5][c:6]2[cH:7][c:8]([O:14][CH3:15])[c:9]([O:12][CH3:13])[cH:10][c:11]12. Starting materials: CCOC(=O)c1cc(C)ccc1O, CN(C)c1ccncc1, COc1cc2nccc(Cl)c2cc1OC, Clc1ccccc1Cl. The reactants are Cl.Cl.C1(CCC1)N1CCNCCC1 (1-(Cyclobutyl)hexahydro-1H-1,4-diazepine dihydrochloride), FC1=CC=C(C=C1)C=1N=C(SC1)C1=CC=C(C(=O)O)C=C1 (4-[4-(4-fluorophenyl)-1,3-thiazol-2-yl]benzoic acid). The product is Cl.C1(CCC1)N1CCN(CCC1)C(=O)C1=CC=C(C=C1)C=1SC=C(N1)C1=CC=C(C=C1)F (1-Cyclobutyl-4-({4-[4-(4-fluorophenyl)-1,3-thiazol-2-yl]phenyl}carbonyl) hexahydro-1H-1,4-diazepine hydrochloride). Reaction SMILES: [ClH:1].Cl.[CH:3]1([N:7]2[CH2:13][CH2:12][CH2:11][NH:10][CH2:9][CH2:8]2)[CH2:6][CH2:5][CH2:4]1.[F:14][C:15]1[CH:20]=[CH:19][C:18]([C:21]2[N:22]=[C:23]([C:26]3[CH:34]=[CH:33][C:29]([C:30](O)=[O:31])=[CH:28][CH:27]=3)[S:24][CH:25]=2)=[CH:17][CH:16]=1>>[ClH:1].[CH:3]1([N:7]2[CH2:13][CH2:12][CH2:11][N:10]([C:30]([C:29]3[CH:28]=[CH:27][C:26]([C:23]4[S:24][CH:25]=[C:21]([C:18]5[CH:19]=[CH:20][C:15]([F:14])=[CH:16][CH:17]=5)[N:22]=4)=[CH:34][CH:33]=3)=[O:31])[CH2:9][CH2:8]2)[CH2:6][CH2:5][CH2:4]1 |f:0.1.2,4.5|. Procedure: The title compound (E8) was prepared from 1-(cyclobutyl)-hexahydro-1H-1,4-diazepine dihydrochloride (D4) and 4-[4-(4-fluorophenyl)-1,3-thiazol-2-yl]benzoic acid using the procedure described in Example 7. MS APCI-436 (MH+).